Dataset: the Open Reaction Database (ORD), a public repository of structured organic reaction records. Task: describe an organic reaction: reactants, conditions, products, and yield Reactants: oil, [H-].[Na+] (sodium hydride), C1(=CC=CC=C1)NC(CC1=CC=CC=C1)=O (N-phenyl-2-phenyl acetamide), BrCC(=O)OCC (ethyl bromoacetate), O (H2O). Run in CN(C)C=O (DMF), CN(C)C=O (DMF). Reaction conditions: temperature 25 celsius, time 30 minute. Product: C1(=CC=CC=C1)N1C(C(C(C1)=O)C1=CC=CC=C1)=O (1,3-diphenyl-2,4-pyrrolidinedione). Isolated yield 80.0%. Reaction SMILES: [H-].[Na+].[C:3]1([NH:9][C:10](=[O:18])[CH2:11][C:12]2[CH:17]=[CH:16][CH:15]=[CH:14][CH:13]=2)[CH:8]=[CH:7][CH:6]=[CH:5][CH:4]=1.Br[CH2:20][C:21](OCC)=[O:22].O>CN(C=O)C>[C:3]1([N:9]2[CH2:20][C:21](=[O:22])[CH:11]([C:12]3[CH:17]=[CH:16][CH:15]=[CH:14][CH:13]=3)[C:10]2=[O:18])[CH:4]=[CH:5][CH:6]=[CH:7][CH:8]=1 |f:0.1|. Procedure: To a stirred slurry of 500 mg (12 mmol) of a 60% oil dispersion of sodium hydride (which had been washed with hexane) in 12 ml dry DMF under argon atmosphere was added 1.06 g (5.0 mmol) of N-phenyl-2-phenyl acetamide (IVa) in 5 mL dry DMF. Gas evolution had ceased after 30 minutes and 0.560 mL (5.0 mmol) of ethyl bromoacetate was added via syringe. The solution was stirred at 25° C. for 30 minutes, then warmed to 80° C. for 4 hours. The cooled solution was carefully poured into 200 mL H2O, washe... Product: ClC=1C=2N(C=CN1)C(=C(N2)CC)C(CCC)=O (1-(8-Chloro-2-ethylimidazo[1,2-a]pyrazin-3-yl)-1-butanone). Conditions: temperature 60 celsius, time 5 hour. Procedure: The resulting 1-(8-chloro-2-ethylimidazo[1,2-a]pyrazin-3-yl)-1-butanol was dissolved in ethyl acetate (4 mL) and methylene chloride (1 mL), then activated manganese (IV) oxide (3 g) was added thereto, and the mixture was heated under stirring at 60° C. for 5 hours. After being allowed to cool, the reaction mixture was filtered and washed with ethyl acetate, and then the filtrates were combined and evaporated. The resulting residue was purified by silica gel column chromatography (ethyl acetate:n... Reagents/catalysts: [O-2].[Mn+4].[O-2] (manganese (IV) oxide). The solvent is C(C)(=O)OCC (ethyl acetate), C(Cl)Cl (methylene chloride). Reactants: ClC=1C=2N(C=CN1)C(=C(N2)CC)C(CCC)O (1-(8-chloro-2-ethylimidazo[1,2-a]pyrazin-3-yl)-1-butanol). As a reaction SMILES: [Cl:1][C:2]1[C:3]2[N:4]([C:8]([CH:13]([OH:17])[CH2:14][CH2:15][CH3:16])=[C:9]([CH2:11][CH3:12])[N:10]=2)[CH:5]=[CH:6][N:7]=1>C(OCC)(=O)C.C(Cl)Cl.[O-2].[Mn+4].[O-2]>[Cl:1][C:2]1[C:3]2[N:4]([C:8]([C:13](=[O:17])[CH2:14][CH2:15][CH3:16])=[C:9]([CH2:11][CH3:12])[N:10]=2)[CH:5]=[CH:6][N:7]=1 |f:3.4.5|.